From a dataset of the Open Reaction Database (ORD), a public repository of structured organic reaction records. describe an organic reaction: reactants, conditions, products, and yield Starting materials: C1CCNCC1, CCO, O=C1Cc2c(cccc2C2CCNCC2)N1, O=Cc1[nH]cc2c1CCOC2=O. Product: O=C1Nc2cccc(C3CCNCC3)c2C1=Cc1[nH]cc2c1CCOC2=O. Reaction SMILES: [CH2:29]1[CH2:30][CH2:31][NH:32][CH2:33][CH2:34]1.[CH3:35][CH2:36][OH:37].[NH:1]1[CH2:2][CH2:3][CH:4]([c:7]2[c:8]3[c:12]([cH:13][cH:14][cH:15]2)[NH:11][C:10](=[O:16])[CH2:9]3)[CH2:5][CH2:6]1.[O:17]=[C:18]1[O:19][CH2:20][CH2:21][c:22]2[c:23]1[cH:24][nH:25][c:26]2[CH:27]=[O:28]>>[NH:1]1[CH2:2][CH2:3][CH:4]([c:7]2[c:8]3[c:12]([cH:13][cH:14][cH:15]2)[NH:11][C:10](=[O:16])[C:9]3=[CH:27][c:26]2[c:22]3[c:23]([cH:24][nH:25]2)[C:18](=[O:17])[O:19][CH2:20][CH2:21]3)[CH2:5][CH2:6]1. Starting materials: SCc1ccco1, CCC1=NCCO1. Yields the product CCC(=O)NCCSCc1ccco1. RXN SMILES: [CH2:1]([c:2]1[cH:3][cH:4][cH:5][o:6]1)[SH:7].[CH2:8]([CH3:9])[C:10]1=[N:14][CH2:13][CH2:12][O:11]1>>[CH2:1]([c:2]1[cH:3][cH:4][cH:5][o:6]1)[S:7][CH2:12][CH2:13][NH:14][C:10]([CH2:8][CH3:9])=[O:11]. Reactants: CCCCOC(C=O)OCCCC, CCCCO, C=CC(=O)OCCCC. Yields the product C=C(C(=O)OCCCC)C(O)C(OCCCC)OCCCC. As a reaction SMILES: [CH2:10]([CH2:11][CH2:12][CH3:13])[O:14][CH:15]([CH:16]=[O:17])[O:18][CH2:19][CH2:20][CH2:21][CH3:22].[CH2:23]([OH:24])[CH2:25][CH2:26][CH3:27].[CH3:1][CH2:2][CH2:3][CH2:4][O:5][C:6](=[O:7])[CH:8]=[CH2:9]>>[CH3:1][CH2:2][CH2:3][CH2:4][O:5][C:6](=[O:7])[C:8](=[CH2:9])[CH:16]([CH:15]([O:14][CH2:10][CH2:11][CH2:12][CH3:13])[O:18][CH2:19][CH2:20][CH2:21][CH3:22])[OH:17]. Starting materials: COc1ccc(-c2cc(C)nc(C)c2)cc1CNC1CCC(N(C)C(=O)OC(C)(C)C)CC1, O=C(Cl)c1sc2ccccc2c1Cl. Product: COc1ccc(-c2cc(C)nc(C)c2)cc1CN(C(=O)c1sc2ccccc2c1Cl)C1CCC(N(C)C(=O)OC(C)(C)C)CC1. As a reaction SMILES: [CH3:1][c:2]1[n:3][c:4]([CH3:33])[cH:5][c:6](-[c:8]2[cH:9][cH:10][c:11]([O:31][CH3:32])[c:12]([CH2:13][NH:14][CH:15]3[CH2:16][CH2:17][CH:18]([N:21]([C:22]([O:23][C:24]([CH3:25])([CH3:26])[CH3:27])=[O:28])[CH3:29])[CH2:19][CH2:20]3)[cH:30]2)[cH:7]1.[Cl:34][c:35]1[c:36]2[c:37]([s:38][c:39]1[C:40](=[O:41])[Cl:42])[cH:43][cH:44][cH:45][cH:46]2>>[CH3:1][c:2]1[n:3][c:4]([CH3:33])[cH:5][c:6](-[c:8]2[cH:9][cH:10][c:11]([O:31][CH3:32])[c:12]([CH2:13][N:14]([CH:15]3[CH2:16][CH2:17][CH:18]([N:21]([C:22]([O:23][C:24]([CH3:25])([CH3:26])[CH3:27])=[O:28])[CH3:29])[CH2:19][CH2:20]3)[C:40]([c:39]3[c:35]([Cl:34])[c:36]4[c:37]([s:38]3)[cH:43][cH:44][cH:45][cH:46]4)=[O:41])[cH:30]2)[cH:7]1. The reactants are NC1=CC=CC=C1 (aniline), NC(=O)N (urea), C12CN(CC(CC1)O2)C2=C1C(=NC(=N2)C2=CC=C(C=C2)NC(=O)NCC)N(N=C1)C1CCN(CC1)C(=O)OCC (ethyl 4-(4-(8-oxa-3-azabicyclo[3.2.1]octan-3-yl)-6-(4-(3-ethylureido)phenyl)-1H-pyrazolo[3,4-d]pyrimidin-1-yl)piperidine-1-carboxylate), C(#N)C1=CC=C(N)C=C1 (4-cyanoaniline). The product is C12CN(CC(CC1)O2)C2=C1C(=NC(=N2)C2=CC=C(C=C2)NC(=O)NC2=CC=C(C=C2)C#N)N(N=C1)CC (1-(4-(4-(8-oxa-3-azabicyclo[3.2.1]octan-3-yl)-1-ethyl-1H-pyrazolo[3,4-d]pyrimidin-6-yl)phenyl)-3-(4-cyanophenyl)urea). RXN SMILES: NC(N)=O.[CH:5]12[O:12][CH:9]([CH2:10][CH2:11]1)[CH2:8][N:7]([C:13]1[N:18]=[C:17]([C:19]3[CH:24]=[CH:23][C:22]([NH:25][C:26]([NH:28][CH2:29][CH3:30])=[O:27])=[CH:21][CH:20]=3)[N:16]=[C:15]3[N:31]([CH:34]4CCN(C(OCC)=O)C[CH2:35]4)[N:32]=[CH:33][C:14]=13)[CH2:6]2.[C:45]([C:47]1[CH:53]=CC(N)=[CH:49][CH:48]=1)#[N:46].NC1C=CC=CC=1>>[CH:5]12[O:12][CH:9]([CH2:10][CH2:11]1)[CH2:8][N:7]([C:13]1[N:18]=[C:17]([C:19]3[CH:24]=[CH:23][C:22]([NH:25][C:26]([NH:28][C:29]4[CH:30]=[CH:53][C:47]([C:45]#[N:46])=[CH:48][CH:49]=4)=[O:27])=[CH:21][CH:20]=3)[N:16]=[C:15]3[N:31]([CH2:34][CH3:35])[N:32]=[CH:33][C:14]=13)[CH2:6]2. Reported procedure: A urea formation procedure similar to that used for the synthesis of ethyl 4-(4-(8-oxa-3-azabicyclo[3.2.1]octan-3-yl)-6-(4-(3-ethylureido)phenyl)-1H-pyrazolo[3,4-d]pyrimidin-1-yl)piperidine-1-carboxylate is used, utilizing 4-cyanoaniline as the aniline component. (9%, MS=495.2 (M+H)) Starting materials: C(C)(C)(C)OC(NC1=C(C=C(C(=C1)NCC(C)C)Cl)N)=O ((2-amino-4-chloro-5-isobutylamino-phenyl)-carbamic acid tert-butyl ester), C(C)(C)(C)OC(CC(C1=CC(=CC=C1)C=1C=NC=NC1)=O)=O (3-oxo-3-(3-pyrimidin-5-yl-phenyl)-propionic acid tert-butyl ester). Product: C(C)(C)(C)OC(NC1=C(C=C(C(=C1)NCC(C)C)Cl)NC(CC(C1=CC(=CC=C1)C=1C=NC=NC1)=O)=O)=O ({4-Chloro-5-isobutylamino-2-[3-oxo-3-(3-pyrimidin-5-yl-phenyl)-propionylamino]-phenyl}-carbamic acid tert-butyl ester), foam. Isolated yield 64.0%. RXN SMILES: [C:1]([O:5][C:6](=[O:21])[NH:7][C:8]1[CH:13]=[C:12]([NH:14][CH2:15][CH:16]([CH3:18])[CH3:17])[C:11]([Cl:19])=[CH:10][C:9]=1[NH2:20])([CH3:4])([CH3:3])[CH3:2].C([O:26][C:27](=O)[CH2:28][C:29](=[O:42])[C:30]1[CH:35]=[CH:34][CH:33]=[C:32]([C:36]2[CH:37]=[N:38][CH:39]=[N:40][CH:41]=2)[CH:31]=1)(C)(C)C>>[C:1]([O:5][C:6](=[O:21])[NH:7][C:8]1[CH:13]=[C:12]([NH:14][CH2:15][CH:16]([CH3:17])[CH3:18])[C:11]([Cl:19])=[CH:10][C:9]=1[NH:20][C:27](=[O:26])[CH2:28][C:29](=[O:42])[C:30]1[CH:35]=[CH:34][CH:33]=[C:32]([C:36]2[CH:41]=[N:40][CH:39]=[N:38][CH:37]=2)[CH:31]=1)([CH3:3])([CH3:2])[CH3:4]. Procedure: The title compound was prepared from (2-amino-4-chloro-5-isobutylamino-phenyl)-carbamic acid tert-butyl ester (Example J16) (235 mg, 0.75 mmol) and 3-oxo-3-(3-pyrimidin-5-yl-phenyl)-propionic acid tert-butyl ester (Example K13) (224 mg, 0.75 mmol) according to the general procedure M. Obtained as an off-white foam (260 mg, 64%). Reactants: CC(C)(C)[Si](C)(C)OCc1ccc(C(=O)C(Cc2nccn2COCC[Si](C)(C)C)Cc2nccn2COCC[Si](C)(C)C)cc1, C1CCOC1, O. Yields the product C[Si](C)(C)CCOCn1ccnc1CC(Cc1nccn1COCC[Si](C)(C)C)C(=O)c1ccc(CO)cc1. As a reaction SMILES: [C:6]([Si:7]([CH3:8])([CH3:9])[O:11][CH2:12][c:13]1[cH:14][cH:15][c:16]([C:19]([CH:20]([CH2:21][c:22]2[n:23]([CH2:27][O:28][CH2:29][CH2:30][Si:31]([CH3:32])([CH3:33])[CH3:34])[cH:24][cH:25][n:26]2)[CH2:35][c:36]2[n:37]([CH2:41][O:42][CH2:43][CH2:44][Si:45]([CH3:46])([CH3:47])[CH3:48])[cH:38][cH:39][n:40]2)=[O:49])[cH:17][cH:18]1)([CH3:10])([CH3:50])[CH3:51].[O:1]1[CH2:2][CH2:3][CH2:4][CH2:5]1.[OH2:52]>>[OH:11][CH2:12][c:13]1[cH:14][cH:15][c:16]([C:19]([CH:20]([CH2:21][c:22]2[n:23]([CH2:27][O:28][CH2:29][CH2:30][Si:31]([CH3:32])([CH3:33])[CH3:34])[cH:24][cH:25][n:26]2)[CH2:35][c:36]2[n:37]([CH2:41][O:42][CH2:43][CH2:44][Si:45]([CH3:46])([CH3:47])[CH3:48])[cH:38][cH:39][n:40]2)=[O:49])[cH:17][cH:18]1. Reaction SMILES: [B:24]([O-:25])([O-:39])[O:40][c:26]1[cH:27][cH:28][c:29]([O:32][CH2:33][CH2:34][O:35][CH2:36][CH2:37][CH3:38])[cH:30][cH:31]1.[C:41](=[O:42])([O-:43])[O-:44].[CH2:1]([c:2]1[cH:3][cH:4][cH:5][cH:6][cH:7]1)[N:8]1[CH2:9][CH2:10][C:11]([C:20](=[O:21])[O:22][CH3:23])=[CH:12][c:13]2[c:14]1[cH:15][cH:16][c:17]([Br:19])[cH:18]2.[CH3:127][c:128]1[cH:129][cH:130][cH:131][cH:132][cH:133]1.[CH3:47][CH2:48][OH:49].[K+:45].[K+:46].[cH:50]1[cH:51][cH:52][c:53]([P:54]([Pd:55]([P:56]([c:57]2[cH:58][cH:59][cH:60][cH:61][cH:62]2)([c:63]2[cH:64][cH:65][cH:66][cH:67][cH:68]2)[c:69]2[cH:70][cH:71][cH:72][cH:73][cH:74]2)([P:75]([c:76]2[cH:77][cH:78][cH:79][cH:80][cH:81]2)([c:82]2[cH:83][cH:84][cH:85][cH:86][cH:87]2)[c:88]2[cH:89][cH:90][cH:91][cH:92][cH:93]2)[P:94]([c:95]2[cH:96][cH:97][cH:98][cH:99][cH:100]2)([c:101]2[cH:102][cH:103][cH:104][cH:105][cH:106]2)[c:107]2[cH:108][cH:109][cH:110][cH:111][cH:112]2)([c:113]2[cH:114][cH:115][cH:116][cH:117][cH:118]2)[c:119]2[cH:120][cH:121][cH:122][cH:123][cH:124]2)[cH:125][cH:126]1>>[CH2:1]([c:2]1[cH:3][cH:4][cH:5][cH:6][cH:7]1)[N:8]1[CH2:9][CH2:10][C:11]([C:20](=[O:21])[O:22][CH3:23])=[CH:12][c:13]2[c:14]1[cH:15][cH:16][c:17](-[c:26]1[cH:27][cH:28][c:29]([O:32][CH2:33][CH2:34][O:35][CH2:36][CH2:37][CH3:38])[cH:30][cH:31]1)[cH:18]2. Reactants: CCCOCCOc1ccc(OB([O-])[O-])cc1, O=C([O-])[O-], COC(=O)C1=Cc2cc(Br)ccc2N(Cc2ccccc2)CC1, Cc1ccccc1, CCO, [K+], [K+], c1ccc(P(c2ccccc2)(c2ccccc2)[Pd](P(c2ccccc2)(c2ccccc2)c2ccccc2)(P(c2ccccc2)(c2ccccc2)c2ccccc2)P(c2ccccc2)(c2ccccc2)c2ccccc2)cc1. Product: CCCOCCOc1ccc(-c2ccc3c(c2)C=C(C(=O)OC)CCN3Cc2ccccc2)cc1.